Task: describe an organic reaction: reactants, conditions, products, and yield. Dataset: the Open Reaction Database (ORD), a public repository of structured organic reaction records Starting materials: ClC1=CC(=C(C(C2=CC=C(C=C2)Cl)O)C=C1)C(Cl)(Cl)Cl (4,4'-dichloro-2-(trichloromethyl) benzhydrol), ClC1=C(C=CC=C1)C(C(Cl)(Cl)Cl)(O)C1=C(C=CC=C1)Cl (1,1-bis(chlorophenyl)2,2,2-trichloroethanol). Yields the product ClC1=CC=C(C=C1)C(C(Cl)Cl)C1=CC=C(C=C1)Cl (1,1-bis[p-chlorophenyl]-2,2-dichloroethane). Reaction SMILES: [Cl:1][C:2]1[CH:16]=[CH:15][C:5]([CH:6](O)[C:7]2[CH:12]=[CH:11][C:10]([Cl:13])=[CH:9][CH:8]=2)=[C:4](C(Cl)(Cl)Cl)[CH:3]=1.ClC1C=CC=CC=1C(C1C=CC=CC=1Cl)(O)[C:29](Cl)([Cl:31])[Cl:30]>>[Cl:13][C:10]1[CH:9]=[CH:8][C:7]([CH:6]([C:5]2[CH:4]=[CH:3][C:2]([Cl:1])=[CH:16][CH:15]=2)[CH:29]([Cl:31])[Cl:30])=[CH:12][CH:11]=1. Procedure details: 4,4'-dichloro-2-(trichloromethyl) benzhydrol or 1,1-bis(chlorophenyl)2,2,2-trichloroethanol; Starting materials: COC1=CC(=CC=C1)N (m-anisidine), Cl (hydrochloric acid), solution, S(=O)=O (sulfur dioxide), N(=O)[O-].[Na+] (sodium nitrite). The reagents and catalysts are [Cu](Cl)Cl (copper (II) chloride), [Cu]Cl (copper(I)chloride). Solvent: O (water), ice water, C(C)(=O)O (acetic acid), C(C)(=O)O (acetic acid), C1=CC=CC=C1 (benzene). Reaction conditions: temperature 0 celsius, time 12.5 minute. The product is COC=1C=C(C=CC1)S(=O)(=O)Cl (3-Methoxy-benzene sulfonic acid chloride). RXN SMILES: [CH3:1][O:2][C:3]1[CH:8]=[CH:7][CH:6]=[C:5](N)[CH:4]=1.[ClH:10].N([O-])=O.[Na+].[S:15](=[O:17])=[O:16]>C(O)(=O)C.O.C1C=CC=CC=1.[Cu](Cl)Cl.[Cu]Cl>[CH3:1][O:2][C:3]1[CH:4]=[C:5]([S:15]([Cl:10])(=[O:17])=[O:16])[CH:6]=[CH:7][CH:8]=1 |f:2.3|. Reported procedure: 61.6 gm (0.5 mol) of m-anisidine were dissolved in 50 ml of glacial acetic acid, and the solution was admixed dropwise with 110 ml of concentrated aqueous hydrochloric acid. The mixture was cooled to 0° C. and diazotized with a solution of 38 gm (0.551 mol) of sodium nitrite in 75 ml of water. After stirring for 10-15 minutes, the reaction mixture was poured slowly to a mixture of 24 gm (0.14 mol) of copper (II) chloride, 5 gm of copper(I)chloride, 300 ml of a 30% solution of sulfur dioxide in g... Conditions: time 40 minute. Product: COC(C=CC1=CC=C(C2=C1C=CO2)Cl)=O (3-(7-Chloro-benzofuran-4-yl)-acrylic acid methyl ester). Procedure: Trimethylphosphonoacetate (363 mg) in dry DME (1 ml) was added dropwise to a suspension of sodium hydride (60%; 329 mg) in dry DME (20 ml) at 0° under nitrogen. The resulting white precipitate was stirred for 40 mins at room temperature, then a solution of 7-chloro-benzofuran-4-carbaldehyde (intermediate 2) (1.238 g) in dry DME (15 ml) was added at room temperature over 1 min. The mixture was heated under reflux for 2 h, cooled to room temperature, then partitioned between water (150 ml) and eth... As a reaction SMILES: C[C:2](P(OC)(O)=O)([C:4]([O-:6])=[O:5])[CH3:3].[H-].[Na+].[Cl:14][C:15]1[CH:16]=[CH:17][C:18](C=O)=[C:19]2[C:23]=1[O:22][CH:21]=[CH:20]2.[CH3:26]OCCOC>>[CH3:26][O:6][C:4](=[O:5])[CH:2]=[CH:3][C:18]1[C:19]2[CH:20]=[CH:21][O:22][C:23]=2[C:15]([Cl:14])=[CH:16][CH:17]=1 |f:1.2|. Reactants: ClC=1C=CC(=C2C=COC21)C=O (7-chloro-benzofuran-4-carbaldehyde), ClC=1C=CC(=C2C=COC21)C=O (7-chloro-benzofuran-4-carbaldehyde), COCCOC (DME), CC(C)(C(=O)[O-])P(=O)(O)OC (Trimethylphosphonoacetate), [H-].[Na+] (sodium hydride), COCCOC (DME), COCCOC (DME). Reactants: NC1=C(C(=NO1)C1=CC(=CC=C1)C(F)(F)F)C(=O)[O-] (5-amino-3-(3-(trifluoromethyl)phenyl)isoxazol-4-carboxylate), [OH-].[Na+] (sodium hydroxide). Run in CO (methanol). Product: NC1=C(C(=NO1)C1=CC(=CC=C1)C(F)(F)F)C(=O)O (5-amino-3-(3-(trifluoromethyl)phenyl)isoxazol-4-carboxylic acid). Isolated yield 72.6%. RXN SMILES: [NH2:1][C:2]1[O:6][N:5]=[C:4]([C:7]2[CH:12]=[CH:11][CH:10]=[C:9]([C:13]([F:16])([F:15])[F:14])[CH:8]=2)[C:3]=1[C:17]([O-:19])=[O:18].[OH-].[Na+]>CO>[NH2:1][C:2]1[O:6][N:5]=[C:4]([C:7]2[CH:12]=[CH:11][CH:10]=[C:9]([C:13]([F:16])([F:15])[F:14])[CH:8]=2)[C:3]=1[C:17]([OH:19])=[O:18] |f:1.2|. Procedure details: In a similar manner as described in Preparation Example 25, by using methanol (60 mL), 5-amino-3-(3-(trifluoromethyl)phenyl)isoxazol-4-carboxylate (6.0 g, 20.96 mmol) and 3% sodium hydroxide aqueous solution (60 mL), a white solid required compound (4.14 g, 15.21 mmol, 73%) was obtained. Starting materials: [OH-].[Na+] (sodium hydroxide), C(C(C)C)C1=CC=C(C=C1)CC=1C(NNC1C(C)C)=O (4-[(4-isobutylphenyl)methyl]-5-isopropyl-1,2-dihydro-3H-pyrazole-3-one), CC(=O)OC[C@@H]1[C@H]([C@@H]([C@H]([C@H](O1)Br)OC(=O)C)OC(=O)C)OC(=O)C (acetobromo-α-D-glucose), benzyl(n-tributyl)ammonium bromide. The solvent is ClCCl (dichloromethane). Run at time 8 hour. Product: [C@@H]1([C@H](O)[C@@H](O)[C@H](O)[C@H](O1)CO)OC1=NNC(=C1CC1=CC=C(C=C1)CC(C)C)C(C)C (3-(β-D-Glucopyranosyloxy)-4-[(4-isobutylphenyl)methyl]-5-isopropyl-1H-pyrazole). Yield: 61.2%. Reaction SMILES: [CH2:1]([C:5]1[CH:10]=[CH:9][C:8]([CH2:11][C:12]2[C:13](=[O:20])[NH:14][NH:15][C:16]=2[CH:17]([CH3:19])[CH3:18])=[CH:7][CH:6]=1)[CH:2]([CH3:4])[CH3:3].CC([O:24][CH2:25][C@H:26]1[O:31][C@H:30](Br)[C@H:29]([O:33]C(C)=O)[C@@H:28]([O:37]C(C)=O)[C@@H:27]1[O:41]C(C)=O)=O.[OH-].[Na+]>ClCCl>[C@@H:30]1([O:20][C:13]2[C:12]([CH2:11][C:8]3[CH:9]=[CH:10][C:5]([CH2:1][CH:2]([CH3:4])[CH3:3])=[CH:6][CH:7]=3)=[C:16]([CH:17]([CH3:19])[CH3:18])[NH:15][N:14]=2)[O:31][C@H:26]([CH2:25][OH:24])[C@@H:27]([OH:41])[C@H:28]([OH:37])[C@H:29]1[OH:33] |f:2.3|. Procedure: To a suspension of 4-[(4-isobutylphenyl)methyl]-5-isopropyl-1,2-dihydro-3H-pyrazole-3-one (0.082 g), acetobromo-α-D-glucose (0.62 g) and benzyl(n-tributyl)ammonium bromide (0.054 g) in dichloromethane (3 mL) was added a sodium hydroxide aqueous solution (5 mol/L, 0.9 mL), and the mixture was stirred at room temperature overnight. The reaction mixture was purified by column chromatography on aminopropylated silica gel (eluent: tetrahydrofuran). The obtained semi purified 5-isopropyl-4-[(4-isobuty... Reactants: ClC1=C(CCl)C=CC=C1 (2-chlorobenzyl chloride), N1CCCC1 (pyrrolidine). Solvent: C1(=CC=CC=C1)C (toluene), C1(=CC=CC=C1)C (toluene). The product is ClC1=C(CN2CCCC2)C=CC=C1 (N-(2-chlorobenzyl)-pyrrolidine). The yield is 75.7%. RXN SMILES: [Cl:1][C:2]1[CH:9]=[CH:8][CH:7]=[CH:6][C:3]=1[CH2:4]Cl.[NH:10]1[CH2:14][CH2:13][CH2:12][CH2:11]1>C1(C)C=CC=CC=1>[Cl:1][C:2]1[CH:9]=[CH:8][CH:7]=[CH:6][C:3]=1[CH2:4][N:10]1[CH2:14][CH2:13][CH2:12][CH2:11]1. Procedure: A solution of 50 g of 2-chlorobenzyl chloride in 100 ml of toluene is added in portions under agitation to a solution of 55 g of pyrrolidine in 150 ml of toluene, maintaining the temperature below 40° C. When all has been added, the mixture is brought to boiling point and heated under reflux for three hours. After cooling, it is washed twice with water, the toluene solution is dried over K2CO3, and the solvent is removed under reduced pressure. The residue is distilled under vacuum. B.P.=102°-10... Starting materials: CC1(OC2=C(CC1)C(=C(C(=C2C)C)OCCCCCC)C)C#CCC(CCCC(CCCC(C)C)C)C (3,4-dihydro-2,5,7,8-tetramethyl-2-(4,8,12-trimethyl-1-tridecynyl)-6-(pentylmethoxy)-2H-1-benzopyran). Reagents/catalysts: [Ni] (Raney Nickel). Run in C(C)O (ethanol), C(C)(=O)OCC (ethyl acetate). Conditions: time 6 hour. The product is CC1=C(C(=C2CC[C@@](OC2=C1C)(C)CCC[C@H](C)CCC[C@H](C)CCCC(C)C)C)O ((2R,4'R,8'R)-α-tocopherol). Yield: 101.2%. As a reaction SMILES: [CH3:1][C:2]1([C:22]#[C:23][CH2:24][CH:25]([CH3:37])[CH2:26][CH2:27][CH2:28][CH:29]([CH3:36])[CH2:30][CH2:31][CH2:32][CH:33]([CH3:35])[CH3:34])[CH2:7][CH2:6][C:5]2[C:8]([CH3:21])=[C:9]([O:14]CCCCCC)[C:10]([CH3:13])=[C:11]([CH3:12])[C:4]=2[O:3]1>[Ni].C(O)C.C(OCC)(=O)C>[CH3:13][C:10]1[C:11]([CH3:12])=[C:4]2[C:5]([CH2:6][CH2:7][C@:2]([CH2:22][CH2:23][CH2:24][C@@H:25]([CH2:26][CH2:27][CH2:28][C@@H:29]([CH2:30][CH2:31][CH2:32][CH:33]([CH3:35])[CH3:34])[CH3:36])[CH3:37])([CH3:1])[O:3]2)=[C:8]([CH3:21])[C:9]=1[OH:14]. Procedure details: A mixture of [2S-(4R*,8R*,)]-3,4-dihydro-2,5,7,8-tetramethyl-2-(4,8,12-trimethyl-1-tridecynyl)-6-(pentylmethoxy)-2H-1-benzopyran, (200 mg, 0.39 mmol) and 40 mg of Raney Nickel in 5 mL of ethanol and 5 mL of ethyl acetate was hydrogenated at 25° C. and atmospheric pressure for 6 h. Workup in the usual manner and purification of the crude product by chromatography on silica gel (eluent 1:5 ether-hexanes) gave 170 mg of (2R,4'R,8'R)-α-tocopherol as a pale yellow oil, identical in all aspects with a...